From a dataset of the Open Reaction Database (ORD), a public repository of structured organic reaction records. describe an organic reaction: reactants, conditions, products, and yield Reactants: S1C=NC2=C1C=CC(=C2)B2OC(C)(C)C(C)(C)O2 (benzothiazole-5-ylboronic acid pinacol ester), palladium acetate(II), C1(=CC=CC=C1)P(C1=CC=CC=C1)C1=CC=CC=C1 (triphenylphosphine), C(C)OC(CCCOC1=C(C(=CC=C1)CCCCCCOC1=CC(=CC(=C1)S(=O)(=O)C)I)CCC(=O)OCC)=O (4-{2-(2-ethoxycarbonyl-ethyl)-3-[6-(3-iodo-5-methanesulfonyl-phenoxy)-hexyl]-phenoxy}-butyric acid ethyl ester), P(=O)([O-])([O-])[O-].[K+].[K+].[K+] (potassium phosphate). Run in O (water), C(C)(=O)OCC (ethyl acetate), O1CCOCC1 (dioxane), O (water). Reaction conditions: temperature 100 celsius, time 2 hour. Yields the product C(C)OC(CCCOC1=C(C(=CC=C1)CCCCCCOC1=CC(=CC(=C1)S(=O)(=O)C)C=1C=CC2=C(N=CS2)C1)CCC(=O)OCC)=O (4-[3-[6-(3-benzothiazol-5-yl-5-methanesulfonyl-phenoxy)-hexyl]-2-(2-ethoxycarbonyl-ethyl)-phenoxy]-butyric acid ethyl ester). Yield: 54.5%. RXN SMILES: [S:1]1[C:5]2[CH:6]=[CH:7][C:8](B3OC(C)(C)C(C)(C)O3)=[CH:9][C:4]=2[N:3]=[CH:2]1.C1(P(C2C=CC=CC=2)C2C=CC=CC=2)C=CC=CC=1.[CH2:38]([O:40][C:41](=[O:77])[CH2:42][CH2:43][CH2:44][O:45][C:46]1[CH:51]=[CH:50][CH:49]=[C:48]([CH2:52][CH2:53][CH2:54][CH2:55][CH2:56][CH2:57][O:58][C:59]2[CH:64]=[C:63]([S:65]([CH3:68])(=[O:67])=[O:66])[CH:62]=[C:61](I)[CH:60]=2)[C:47]=1[CH2:70][CH2:71][C:72]([O:74][CH2:75][CH3:76])=[O:73])[CH3:39].P([O-])([O-])([O-])=O.[K+].[K+].[K+]>O1CCOCC1.O.C(OCC)(=O)C>[CH2:38]([O:40][C:41](=[O:77])[CH2:42][CH2:43][CH2:44][O:45][C:46]1[CH:51]=[CH:50][CH:49]=[C:48]([CH2:52][CH2:53][CH2:54][CH2:55][CH2:56][CH2:57][O:58][C:59]2[CH:64]=[C:63]([S:65]([CH3:68])(=[O:67])=[O:66])[CH:62]=[C:61]([C:8]3[CH:7]=[CH:6][C:5]4[S:1][CH:2]=[N:3][C:4]=4[CH:9]=3)[CH:60]=2)[C:47]=1[CH2:70][CH2:71][C:72]([O:74][CH2:75][CH3:76])=[O:73])[CH3:39] |f:3.4.5.6|. Reported procedure: To a mixture of benzothiazole-5-ylboronic acid pinacol ester (151.5 mg, 0.58 mmol), palladium acetate(II) (6.6 mg, 0.029 mmol), and triphenylphosphine (15.4 mg, 0.058 mmol) in dioxane (5 mL) were added 4-{2-(2-ethoxycarbonyl-ethyl)-3-[6-(3-iodo-5-methanesulfonyl-phenoxy)-hexyl]-phenoxy}-butyric acid ethyl ester (200 mg, 0.29 mmol), potassium phosphate (126.9 mg, 0.58 mmol), and water (10 mg) at room temperature under nitrogen atmosphere. Then, the brown reaction mixture was heated to 100° C. and... Starting materials: C[O-], CO, [Cl-], Cc1cc2c(cc1Cl)NC(=O)CC(c1cccc(-c3ccnc(CO)c3)c1)=N2, ClCCl, [Na+], O=S(Cl)Cl. Yields the product COCc1cc(-c2cccc(C3=Nc4cc(C)c(Cl)cc4NC(=O)C3)c2)ccn1. RXN SMILES: [CH3:34][O-:35].[CH3:40][OH:41].[Cl-:33].[Cl:1][c:2]1[c:3]([CH3:28])[cH:4][c:5]2[c:6]([cH:27]1)[NH:7][C:8](=[O:26])[CH2:9][C:10]([c:12]1[cH:13][c:14](-[c:18]3[cH:19][c:20]([CH2:24][OH:25])[n:21][cH:22][cH:23]3)[cH:15][cH:16][cH:17]1)=[N:11]2.[Cl:37][CH2:38][Cl:39].[Na+:36].[S:29]([Cl:30])([Cl:31])=[O:32]>>[Cl:1][c:2]1[c:3]([CH3:28])[cH:4][c:5]2[c:6]([cH:27]1)[NH:7][C:8](=[O:26])[CH2:9][C:10]([c:12]1[cH:13][c:14](-[c:18]3[cH:19][c:20]([CH2:24][O:25][CH3:34])[n:21][cH:22][cH:23]3)[cH:15][cH:16][cH:17]1)=[N:11]2. Yields the product COC=1C=C(C=C(C1OC)OC)CCC(=O)OC (methyl 3-(3,4,5-trimethoxyphenyl)-propanoate), oil. Starting materials: COC=1C=C(C=C(C1OC)OC)/C=C/C(=O)OC ((E)-methyl 3-(3,4,5-trimethoxyphenyl)prop-2-enoate). Isolated yield 107.3%. The solvent is C(C)(=O)OCC (ethyl acetate). The reagents and catalysts are [C].[Pd] (palladium carbon). Reaction conditions: time 19 hour. Reaction SMILES: [CH3:1][O:2][C:3]1[CH:4]=[C:5](/[CH:13]=[CH:14]/[C:15]([O:17][CH3:18])=[O:16])[CH:6]=[C:7]([O:11][CH3:12])[C:8]=1[O:9][CH3:10]>C(OCC)(=O)C.[C].[Pd]>[CH3:12][O:11][C:7]1[CH:6]=[C:5]([CH2:13][CH2:14][C:15]([O:17][CH3:18])=[O:16])[CH:4]=[C:3]([O:2][CH3:1])[C:8]=1[O:9][CH3:10] |f:2.3|. Procedure: Dissolved in 50 ml of ethyl acetate were 10.2 g of (E)-methyl 3-(3,4,5-trimethoxyphenyl)prop-2-enoate, followed by the addition of 300 mg of 10% palladium carbon. The resulting solution was stirred at room temperature for 19 hours under a hydrogen atmosphere of 1 atm. Insoluble matter was removed by filtration. The filtrate was distilled off under reduced pressure, whereby 11.03 g of the title compound were obtained as colorless oil (quantitative yield). The reactants are N#Cc1ccccc1Br, CC(C)[Si](C(C)C)(C(C)C)n1ccc2cc(Br)ccc21, CC(=O)[CH-]C(C)=O, C1CCOC1, CC(C)C[AlH]CC(C)C, CCCCCC, [Li]C(C)CC, [Ni], c1ccc(P(c2ccccc2)c2ccccc2)cc1, c1ccc2[nH]ccc2c1. Yields the product CC(C)[Si](C(C)C)(C(C)C)n1ccc2cc(-c3ccccc3C#N)ccc21. RXN SMILES: [Br:54][c:55]1[c:56]([C:57]#[N:58])[cH:59][cH:60][cH:61][cH:62]1.[Br:6][c:7]1[cH:8][c:9]2[cH:10][cH:11][n:12]([Si:16]([CH:17]([CH3:18])[CH3:19])([CH:20]([CH3:21])[CH3:22])[CH:23]([CH3:24])[CH3:25])[c:13]2[cH:14][cH:15]1.[CH-:84]([C:85](=[O:86])[CH3:87])[C:88](=[O:89])[CH3:90].[CH2:72]1[O:73][CH2:74][CH2:75][CH2:76]1.[CH3:45][CH:46]([CH2:47][AlH:48][CH2:49][CH:50]([CH3:51])[CH3:52])[CH3:53].[CH3:77][CH2:78][CH2:79][CH2:80][CH2:81][CH3:82].[CH:1]([Li:2])([CH2:3][CH3:4])[CH3:5].[Ni:83].[c:26]1([P:27]([c:28]2[cH:29][cH:30][cH:31][cH:32][cH:33]2)[c:34]2[cH:35][cH:36][cH:37][cH:38][cH:39]2)[cH:40][cH:41][cH:42][cH:43][cH:44]1.[nH:63]1[c:64]2[c:65]([cH:66][cH:67][cH:68][cH:69]2)[cH:70][cH:71]1>>[c:7]1(-[c:55]2[c:56]([C:57]#[N:58])[cH:59][cH:60][cH:61][cH:62]2)[cH:8][c:9]2[cH:10][cH:11][n:12]([Si:16]([CH:17]([CH3:18])[CH3:19])([CH:20]([CH3:21])[CH3:22])[CH:23]([CH3:24])[CH3:25])[c:13]2[cH:14][cH:15]1. Starting materials: O1C=CC2=C1CCCC2N (4,5,6,7-tetrahydro-1-benzofuran-4-amine), C(C)C1CCC2=C(C=CS2)C1=O (5-ethyl-6,7-dihydro-1-benzothiophen-4(5H)-one). Yields the product C(C)C1CCC2=C(C=CS2)C1N (5-ethyl-4,5,6,7-tetrahydro-1-benzothiophen-4-amine). Reaction SMILES: O1[C:5]2[CH2:6][CH2:7][CH2:8][CH:9]([NH2:10])[C:4]=2[CH:3]=[CH:2]1.C(C1C(=O)C2[CH:18]=[CH:19][S:20]C=2CC1)C>>[CH2:3]([CH:4]1[CH:9]([NH2:10])[C:8]2[CH:18]=[CH:19][S:20][C:7]=2[CH2:6][CH2:5]1)[CH3:2]. Reported procedure: Following the procedure for the preparation of 4,5,6,7-tetrahydro-1-benzofuran-4-amine but substituting 5-ethyl-6,7-dihydro-1-benzothiophen-4(5H)-one and making non-critical variations provided the title compound as a oil: 1H NMR (400 MHz, CDCl3) δ) 7.10, 7.05, 6.99, 3.98, 3.65, 2.87-2.73, 2.06-1.90, 1.74-1.19, 1.05-0.97. (MS/CI) calcd for C10H15NS+H 182.3, found 181.9. The reactants are [Al+3], CCC(=O)Cl, CC1CCc2ccccc2S1, [Cl-], [Cl-], [Cl-], ClC=CCl. Product: CCC(=O)c1ccc2c(c1)CCC(C)S2. Reaction SMILES: [Al+3:18].[C:12]([CH2:13][CH3:14])(=[O:15])[Cl:16].[CH3:1][CH:2]1[S:3][c:4]2[cH:5][cH:6][cH:7][cH:8][c:9]2[CH2:10][CH2:11]1.[Cl-:17].[Cl-:19].[Cl-:20].[Cl:21][CH:22]=[CH:23][Cl:24]>>[CH3:1][CH:2]1[S:3][c:4]2[cH:5][cH:6][c:7]([C:12]([CH2:13][CH3:14])=[O:15])[cH:8][c:9]2[CH2:10][CH2:11]1. Starting materials: [OH-].[K+] (KOH), OC(C(=O)OC)C(C1=CC=CC=C1)(C1=CC=CC=C1)OCCNC(=O)OCC1=CC=CC=C1 (Methyl 2-hydroxy-3-(2-benzyloxycarbonylaminoethoxy)-3,3-diphenylpropionate), O (water). The solvent is O1CCOCC1 (dioxane). Run at time 8 hour. The product is OC(C(=O)O)C(C1=CC=CC=C1)(C1=CC=CC=C1)OCCNC(=O)OCC1=CC=CC=C1 (2-Hydroxy-3-(2-benzyloxycarbonylaminoethoxy)-3,3-diphenylpropionic acid). RXN SMILES: [OH:1][CH:2]([C:7]([O:20][CH2:21][CH2:22][NH:23][C:24]([O:26][CH2:27][C:28]1[CH:33]=[CH:32][CH:31]=[CH:30][CH:29]=1)=[O:25])([C:14]1[CH:19]=[CH:18][CH:17]=[CH:16][CH:15]=1)[C:8]1[CH:13]=[CH:12][CH:11]=[CH:10][CH:9]=1)[C:3]([O:5]C)=[O:4].[OH-].[K+].O>O1CCOCC1>[OH:1][CH:2]([C:7]([O:20][CH2:21][CH2:22][NH:23][C:24]([O:26][CH2:27][C:28]1[CH:29]=[CH:30][CH:31]=[CH:32][CH:33]=1)=[O:25])([C:8]1[CH:13]=[CH:12][CH:11]=[CH:10][CH:9]=1)[C:14]1[CH:15]=[CH:16][CH:17]=[CH:18][CH:19]=1)[C:3]([OH:5])=[O:4] |f:1.2|. Procedure details: 22.2 g of methyl 2-hydroxy-3-(2-benzyloxycarbonylaminoethoxy)-3,3-diphenylpropionate (from Example 10) were dissolved in 300 ml of dioxane, mixed with 148 ml of 1M KOH and stirred at room temperature overnight. The reaction mixture was subsequently mixed with water and the aqueous phase was extracted with ether. The aqueous phase was acidified with hydrochloric acid and extracted with ether, the organic phase was dried over sodium sulfate and the solvent was distilled off. The residue (17.5 g) w...